Dataset: the Open Reaction Database (ORD), a public repository of structured organic reaction records. Task: describe an organic reaction: reactants, conditions, products, and yield The reactants are FC(S(=O)(=O)OC1=NC=C(C(=C1)C)N1CCCCN2C1=NC1=C2C(=CC=C1Cl)C(CC)CC)(F)F (5-[10-Chloro-7-(1-ethylpropyl)-2,3,4,5-tetrahydro-1H-[1,3]diazepino[1,2-a]benzimidazol-1-yl]-4-methylpyridin-2-yl trifluoromethanesulfonate), CN(C=O)C (N,N-dimethylformamide). Reagents/catalysts: [C-]#N.[Zn+2].[C-]#N (zinc cyanide), C=1C=CC(=CC1)[P](C=2C=CC=CC2)(C=3C=CC=CC3)[Pd]([P](C=4C=CC=CC4)(C=5C=CC=CC5)C=6C=CC=CC6)([P](C=7C=CC=CC7)(C=8C=CC=CC8)C=9C=CC=CC9)[P](C=1C=CC=CC1)(C=1C=CC=CC1)C=1C=CC=CC1 (tetrakis(triphenylphosphine)palladium(0)). The solvent is C(C)(=O)OCC (ethyl acetate). Run at temperature 120 celsius, time 3 hour. Yields the product ClC1=CC=C(C=2N3C(=NC21)N(CCCC3)C=3C(=CC(=NC3)C#N)C)C(CC)CC (5-[10-Chloro-7-(1-ethylpropyl)-2,3,4,5-tetrahydro-1H-[1,3]diazepino[1,2-a]benzimidazol-1-yl]-4-methylpyridine-2-carbonitrile). The yield is 76.0%. As a reaction SMILES: FC(F)(F)S(O[C:7]1[CH:12]=[C:11]([CH3:13])[C:10]([N:14]2[C:20]3=[N:21][C:22]4[C:27]([Cl:28])=[CH:26][CH:25]=[C:24]([CH:29]([CH2:32][CH3:33])[CH2:30][CH3:31])[C:23]=4[N:19]3[CH2:18][CH2:17][CH2:16][CH2:15]2)=[CH:9][N:8]=1)(=O)=O.[CH3:36][N:37](C)C=O>C(OCC)(=O)C.[C-]#N.[Zn+2].[C-]#N.C1C=CC([P]([Pd]([P](C2C=CC=CC=2)(C2C=CC=CC=2)C2C=CC=CC=2)([P](C2C=CC=CC=2)(C2C=CC=CC=2)C2C=CC=CC=2)[P](C2C=CC=CC=2)(C2C=CC=CC=2)C2C=CC=CC=2)(C2C=CC=CC=2)C2C=CC=CC=2)=CC=1>[Cl:28][C:27]1[C:22]2[N:21]=[C:20]3[N:14]([C:10]4[C:11]([CH3:13])=[CH:12][C:7]([C:36]#[N:37])=[N:8][CH:9]=4)[CH2:15][CH2:16][CH2:17][CH2:18][N:19]3[C:23]=2[C:24]([CH:29]([CH2:32][CH3:33])[CH2:30][CH3:31])=[CH:25][CH:26]=1 |f:3.4.5,^1:55,57,76,95|. Procedure: Under argon atmosphere a mixture of 5-[10-chloro-7-(1-ethylpropyl)-2,3,4,5-tetrahydro-1H-[1,3]diazepino[1,2-a]benzimidazol-1-yl]-4-methylpyridin-2-yl trifluoromethanesulfonate (Example 58; 285 mg, 0.537 mmol), zinc cyanide (94.5 mg, 0.805 mmol), tetrakis(triphenylphosphine)palladium(0) (62.1 mg, 0.0537 mmol) and N,N-dimethylformamide (2.7 mL) was stirred at 120° C. for 3 hr. The reaction mixture was diluted with ethyl acetate, washed with water and brine, dried over anhydrous sodium sulfate, fil... The reactants are BrC(C=1SC(=C(N1)C(=O)OCC)C1=CC=CC=C1)Br (ethyl 2-(dibromomethyl)-5-phenyl-1,3-thiazole-4-carboxylate), CCO (EtOH), Cl (hydrochloric acid). Reagents/catalysts: [N+](=O)([O-])[O-].[Ag+] (silver nitrate). The product is C(=O)C=1SC(=C(N1)C(=O)OCC)C1=CC=CC=C1 (ethyl 2-formyl-5-phenyl-1,3-thiazole-4-carboxylate). As a reaction SMILES: Br[CH:2](Br)[C:3]1[S:4][C:5]([C:13]2[CH:18]=[CH:17][CH:16]=[CH:15][CH:14]=2)=[C:6]([C:8]([O:10][CH2:11][CH3:12])=[O:9])[N:7]=1.Cl.CC[OH:23]>[N+]([O-])([O-])=O.[Ag+]>[CH:2]([C:3]1[S:4][C:5]([C:13]2[CH:18]=[CH:17][CH:16]=[CH:15][CH:14]=2)=[C:6]([C:8]([O:10][CH2:11][CH3:12])=[O:9])[N:7]=1)=[O:23] |f:3.4|. Reported procedure: To a solution of an aqueous solution of the dibromo product (21b) obtained in Production Example 21 in EtOH was added an aqueous silver nitrate solution, followed by heating under reflux for 15 minutes. To the reaction liquid was added 1 M hydrochloric acid, the solid precipitated was removed by filtration, and the filtrate was then extracted with CHCl3. The organic layer was washed with brine, dried over MgSO4, and then concentrated under reduced pressure. The residue was purified by silica gel... Starting materials: O (water), O.O.O.[F-].C(CCC)[N+](CCCC)(CCCC)CCCC (tetrabutylammonium fluoride trihydrate), ClC=1C=C(C=C(C1C[C@H]1C(N(CC1)[C@@H]1CC[C@H](CC1)OS(=O)(=O)C)=O)Cl)C1=CC=C(C=C1)C(=O)N1CCC(CC1)C(F)(F)F (trans-methanesulfonic acid 4-{(R)-3-[3,5-dichloro-4′-(4-trifluoromethyl-piperidine-1-carbonyl)-biphenyl-4-ylmethyl]-2-oxo-pyrrolidin-1-yl}-cyclohexyl ester). Solvent: C(C)#N (acetonitrile). Conditions: temperature 80 celsius, time 12 hour. Yields the product C1(CC=CCC1)N1C([C@@H](CC1)CC1=C(C=C(C=C1Cl)C1=CC=C(C=C1)C(=O)N1CCC(CC1)C(F)(F)F)Cl)=O ((R)-1-cyclohex-3-enyl-3-[3,5-dichloro-4′-(4-trifluoromethyl-piperidine-1-carbonyl)-biphenyl-4-ylmethyl]-pyrrolidin-2-one). Reaction SMILES: O.O.O.[F-].C([N+](CCCC)(CCCC)CCCC)CCC.O.[Cl:23][C:24]1[CH:25]=[C:26]([C:49]2[CH:54]=[CH:53][C:52]([C:55]([N:57]3[CH2:62][CH2:61][CH:60]([C:63]([F:66])([F:65])[F:64])[CH2:59][CH2:58]3)=[O:56])=[CH:51][CH:50]=2)[CH:27]=[C:28]([Cl:48])[C:29]=1[CH2:30][C@@H:31]1[CH2:35][CH2:34][N:33]([C@H:36]2[CH2:41][CH2:40][C@H:39](OS(C)(=O)=O)[CH2:38][CH2:37]2)[C:32]1=[O:47]>C(#N)C>[CH:36]1([N:33]2[CH2:34][CH2:35][C@@H:31]([CH2:30][C:29]3[C:24]([Cl:23])=[CH:25][C:26]([C:49]4[CH:50]=[CH:51][C:52]([C:55]([N:57]5[CH2:58][CH2:59][CH:60]([C:63]([F:66])([F:65])[F:64])[CH2:61][CH2:62]5)=[O:56])=[CH:53][CH:54]=4)=[CH:27][C:28]=3[Cl:48])[C:32]2=[O:47])[CH2:41][CH2:40][CH:39]=[CH:38][CH2:37]1 |f:0.1.2.3.4|. Reported procedure: Dissolve tetrabutylammonium fluoride trihydrate (0.436 g, 1.36 mmol) in 5 ml of acetonitrile. Add water (0.05 ml. 2.72 mmol) and stir for 10 minutes. Add trans-methanesulfonic acid 4-{(R)-3-[3,5-dichloro-4′-(4-trifluoromethyl-piperidine-1-carbonyl)-biphenyl-4-ylmethyl]-2-oxo-pyrrolidin-1-yl}-cyclohexyl ester (0.458 g, 0.68 mmol). Stir at 80° C. for 12 hours. Quench with saturated aqueous sodium bicarbonate and extract with ethyl acetate. Wash the extract with brine. Dry the organic layer over ma... Reactants: C(O)(O)=O.[Na+].C([O-])([O-])=O.C(O)(O)=O.[Na+] (sodium sesquicarbonate). Solvent: O (water), trona. Product: C([O-])([O-])=O.[Na+].[Na+] (sodium carbonate), C([O-])(O)=O.[Na+] (sodium bicarbonate). RXN SMILES: [C:1](=[O:4])([OH:3])[OH:2].[Na+:5].[C:6](=[O:9])([O-:8])[O-:7].C(=O)(O)O.[Na+]>O>[C:1](=[O:2])([O-:4])[O-:3].[Na+:5].[Na+:5].[C:6](=[O:7])([OH:9])[O-:8].[Na+:5] |f:0.1.2.3.4,6.7.8,9.10|. Procedure: The sodium sesquicarbonate found in trona ore is a complex salt that is soluble in water and dissolves to yield approximately 5 parts by weight sodium carbonate (Na2CO3) and 4 parts sodium bicarbonate (NaHCO3), as shown in the above analysis. The trona ore is processed to remove the insoluble material, the organic matter and other impurities to recover the valuable alkali contained in the trona. Starting materials: Cc1cc(S(=O)(=O)Cl)c(Cl)cc1Cl, CCCCn1c(=O)n(Cc2ccccc2F)c(=O)c2[nH]c(Cc3ccc(N)cc3)nc21. Product: CCCCn1c(=O)n(Cc2ccccc2F)c(=O)c2[nH]c(Cc3ccc(NS(=O)(=O)c4cc(C)c(Cl)cc4Cl)cc3)nc21. As a reaction SMILES: [Cl:32][c:33]1[c:34]([S:41](=[O:42])(=[O:43])[Cl:44])[cH:35][c:36]([CH3:40])[c:37]([Cl:39])[cH:38]1.[NH2:1][c:2]1[cH:3][cH:4][c:5]([CH2:6][c:7]2[n:8][c:9]3[n:10]([CH2:26][CH2:27][CH2:28][CH3:29])[c:11](=[O:25])[n:12]([CH2:17][c:18]4[c:19]([F:24])[cH:20][cH:21][cH:22][cH:23]4)[c:13](=[O:16])[c:14]3[nH:15]2)[cH:30][cH:31]1>>[NH:1]([c:2]1[cH:3][cH:4][c:5]([CH2:6][c:7]2[n:8][c:9]3[n:10]([CH2:26][CH2:27][CH2:28][CH3:29])[c:11](=[O:25])[n:12]([CH2:17][c:18]4[c:19]([F:24])[cH:20][cH:21][cH:22][cH:23]4)[c:13](=[O:16])[c:14]3[nH:15]2)[cH:30][cH:31]1)[S:41]([c:34]1[c:33]([Cl:32])[cH:38][c:37]([Cl:39])[c:36]([CH3:40])[cH:35]1)(=[O:42])=[O:43]. The reactants are CO, CC(C)(C)[O-], Cc1ccccc1, Cl, [K+], NO, N#Cc1ccc2cc(C(=O)Nc3ccccc3)ccc2c1. The product is NC(=NO)c1ccc2cc(C(=O)Nc3ccccc3)ccc2c1. As a reaction SMILES: [CH3:22][OH:23].[CH3:27][C:28]([CH3:29])([O-:30])[CH3:31].[CH3:33][c:34]1[cH:35][cH:36][cH:37][cH:38][cH:39]1.[ClH:24].[K+:32].[NH2:25][OH:26].[c:1]1([NH:7][C:8](=[O:9])[c:10]2[cH:11][c:12]3[cH:13][cH:14][c:15]([C:20]#[N:21])[cH:16][c:17]3[cH:18][cH:19]2)[cH:2][cH:3][cH:4][cH:5][cH:6]1>>[c:1]1([NH:7][C:8](=[O:9])[c:10]2[cH:11][c:12]3[cH:13][cH:14][c:15]([C:20]([NH2:21])=[N:25][OH:26])[cH:16][c:17]3[cH:18][cH:19]2)[cH:2][cH:3][cH:4][cH:5][cH:6]1. RXN SMILES: [NH2:1][C:2]1[CH:7]=[CH:6][C:5]([C:8]2[CH:13]=[CH:12][C:11]([C:14]#[N:15])=[CH:10][CH:9]=2)=[CH:4][CH:3]=1.[N:16]([CH2:19][CH2:20][C:21]([O:23][CH2:24][CH3:25])=[O:22])=[C:17]=[O:18]>O1CCOCC1>[C:14]([C:11]1[CH:12]=[CH:13][C:8]([C:5]2[CH:4]=[CH:3][C:2]([NH:1][C:17]([NH:16][CH2:19][CH2:20][C:21]([O:23][CH2:24][CH3:25])=[O:22])=[O:18])=[CH:7][CH:6]=2)=[CH:9][CH:10]=1)#[N:15]. Solvent: O1CCOCC1 (dioxane). Product: C(#N)C1=CC=C(C=C1)C1=CC=C(C=C1)NC(=O)NCCC(=O)OCC (4-Cyano-4'-[(2-ethoxycarbonylethylaminocarbonyl)amino]biphenyl). Procedure details: Prepared by reacting 4-amino-4'-cyano-biphenyl with ethyl 3-isocyanato-propionate in dioxane at 50° C. The reactants are NC1=CC=C(C=C1)C1=CC=C(C=C1)C#N (4-amino-4'-cyano-biphenyl), N(=C=O)CCC(=O)OCC (ethyl 3-isocyanato-propionate). Starting materials: O=C1NC(=O)c2ccccc21, CN(C)C=O, FC(F)CCl, [K]. Yields the product O=C1c2ccccc2C(=O)N1CC(F)F. As a reaction SMILES: [C:6]1(=[O:16])[c:7]2[c:8]([cH:12][cH:13][cH:14][cH:15]2)[C:9](=[O:11])[NH:10]1.[CH3:18][N:19]([CH3:20])[CH:21]=[O:22].[F:1][CH:2]([CH2:3][Cl:4])[F:5].[K:17]>>[F:1][CH:2]([CH2:3][N:10]1[C:6](=[O:16])[c:7]2[c:8]([cH:12][cH:13][cH:14][cH:15]2)[C:9]1=[O:11])[F:5]. The reactants are Brc1csc(Br)n1, C1CCOC1, [Li]CCCC, CCOCC, Clc1ncccn1, N#CC1=C(C#N)C(=O)C(Cl)=C(Cl)C1=O, [Na+], [OH-], O. Yields the product Clc1nccc(-c2nc(Br)cs2)n1. RXN SMILES: [Br:1][c:2]1[s:3][cH:4][c:5]([Br:7])[n:6]1.[CH2:42]1[O:43][CH2:44][CH2:45][CH2:46]1.[CH2:8]([Li:9])[CH2:10][CH2:11][CH3:12].[CH3:37][CH2:38][O:39][CH2:40][CH3:41].[Cl:13][c:14]1[n:15][cH:16][cH:17][cH:18][n:19]1.[Cl:21][C:22]1=[C:33]([Cl:34])[C:31](=[O:32])[C:28]([C:29]#[N:30])=[C:25]([C:26]#[N:27])[C:23]1=[O:24].[Na+:36].[OH-:35].[OH2:20]>>[c:2]1(-[c:16]2[n:15][c:14]([Cl:13])[n:19][cH:18][cH:17]2)[s:3][cH:4][c:5]([Br:7])[n:6]1. Procedure: 6-methoxy-4-[(3-methyl-1H-indol-5-yl)oxy]-7-[(piperidin-4-yl)methoxy]quinazoline (0.4 g), prepared as described for the starting material in Example 1, was dissolved in dichloromethane (15 ml). PS-DIEA resin (0.6 g; 4 mmol/g) was added followed by chloroacetyl chloride (0.091 ml). The reaction mixture was stirred at ambient temperature for 3 hours then diluted with methanol and the resin removed by filtration. The solvent was evaporated under vacuum and the residue was purified by column chromat... Yields the product ClCC(=O)N1CCC(CC1)COC1=C(C=C2C(=NC=NC2=C1)OC=1C=C2C(=CNC2=CC1)C)OC (7-{[1-(chloroacetyl)piperidin-4-yl]methoxy}-6-methoxy-4-[(3-methyl-1H-indol-5-yl)oxy]quinazoline). Reactants: COC=1C=C2C(=NC=NC2=CC1OCC1CCNCC1)OC=1C=C2C(=CNC2=CC1)C (6-methoxy-4-[(3-methyl-1H-indol-5-yl)oxy]-7-[(piperidin-4-yl)methoxy]quinazoline), CCN(C(C)C)C(C)C (DIEA), ClCC(=O)Cl (chloroacetyl chloride). Solvent: ClCCl (dichloromethane), CO (methanol). As a reaction SMILES: [CH3:1][O:2][C:3]1[CH:4]=[C:5]2[C:10](=[CH:11][C:12]=1[O:13][CH2:14][CH:15]1[CH2:20][CH2:19][NH:18][CH2:17][CH2:16]1)[N:9]=[CH:8][N:7]=[C:6]2[O:21][C:22]1[CH:23]=[C:24]2[C:28](=[CH:29][CH:30]=1)[NH:27][CH:26]=[C:25]2[CH3:31].CCN(C(C)C)C(C)C.[Cl:41][CH2:42][C:43](Cl)=[O:44]>ClCCl.CO>[Cl:41][CH2:42][C:43]([N:18]1[CH2:19][CH2:20][CH:15]([CH2:14][O:13][C:12]2[CH:11]=[C:10]3[C:5]([C:6]([O:21][C:22]4[CH:23]=[C:24]5[C:28](=[CH:29][CH:30]=4)[NH:27][CH:26]=[C:25]5[CH3:31])=[N:7][CH:8]=[N:9]3)=[CH:4][C:3]=2[O:2][CH3:1])[CH2:16][CH2:17]1)=[O:44]. Run at time 3 hour.